This data is from the Open Reaction Database (ORD), a public repository of structured organic reaction records. The task is: describe an organic reaction: reactants, conditions, products, and yield The reactants are ClC1=NC=CC=C1C(=O)OCC (Ethyl 2-chloropyridine-3-carboxylate), C(CCC)N (n-butylamine). The solvent is C(C)O (ethanol). Yields the product C(CCC)NC1=NC=CC=C1C(=O)OCC (ethyl 2-butylaminopyridine-3-carboxylate). As a reaction SMILES: Cl[C:2]1[C:7]([C:8]([O:10][CH2:11][CH3:12])=[O:9])=[CH:6][CH:5]=[CH:4][N:3]=1.[CH2:13]([NH2:17])[CH2:14][CH2:15][CH3:16]>C(O)C>[CH2:13]([NH:17][C:2]1[C:7]([C:8]([O:10][CH2:11][CH3:12])=[O:9])=[CH:6][CH:5]=[CH:4][N:3]=1)[CH2:14][CH2:15][CH3:16]. Reported procedure: Ethyl 2-chloropyridine-3-carboxylate (8.00 g) was heated at 100° C. for 5 hours with 16 mL of n-butylamine and 34 mL of ethanol in an autoclave. The product was chromatographed on silica gel to give 7.69 g of ethyl 2-butylaminopyridine-3-carboxylate. This compound was reacted with N-triphenylmethyl-5-[2-(4'-bromomethyl-biphenyl)]tetrazole, prepared as described by P. E. Aldrich, et al., in European Patent Application Number 291969, using the procedure described in Example 87 to give ethyl 2-{N-b... The reactants are C(C=C)Br (allyl bromide), [H-].[Na+] (sodium hydride), COC1=CC=C(C=C1)CSC=1NC(=C(C(N1)C1=CC(=CC=C1)[N+](=O)[O-])C(=O)OC)C (1,4-dihydro-2-[[(4-methoxyphenyl)methyl]thio]-6-methyl-4-(3-nitrophenyl)-5-pyrimidinecarboxylic acid, methyl ester). The solvent is O1CCCC1 (tetrahydrofuran), O1CCCC1 (tetrahydrofuran). Run at time 10 minute. Yields the product COC1=CC=C(C=C1)CSC=1N(C(C(=C(N1)C)C(=O)OC)C1=CC(=CC=C1)[N+](=O)[O-])CC=C (1,6-Dihydro-2-[[(4-methoxyphenyl)methyl]thio]-4-methyl-6-(3-nitrophenyl)-1-(2-propenyl)-5-pyrimidinecarboxylic acid, methyl ester). Reaction SMILES: [H-].[Na+].[CH3:3][O:4][C:5]1[CH:10]=[CH:9][C:8]([CH2:11][S:12][C:13]2[NH:14][C:15]([CH3:32])=[C:16]([C:28]([O:30][CH3:31])=[O:29])[CH:17]([C:19]3[CH:24]=[CH:23][CH:22]=[C:21]([N+:25]([O-:27])=[O:26])[CH:20]=3)[N:18]=2)=[CH:7][CH:6]=1.[CH2:33](Br)[CH:34]=[CH2:35]>O1CCCC1>[CH3:3][O:4][C:5]1[CH:10]=[CH:9][C:8]([CH2:11][S:12][C:13]2[N:18]([CH2:35][CH:34]=[CH2:33])[CH:17]([C:19]3[CH:24]=[CH:23][CH:22]=[C:21]([N+:25]([O-:27])=[O:26])[CH:20]=3)[C:16]([C:28]([O:30][CH3:31])=[O:29])=[C:15]([CH3:32])[N:14]=2)=[CH:7][CH:6]=1 |f:0.1|. Procedure: A slurry of sodium hydride (168 mg, 4.2 mmole, 60% in mineral oil dispersion) in 5 ml of dry tetrahydrofuran at 0° C. under argon was treated dropwise with 1,4-dihydro-2-[[(4-methoxyphenyl)methyl]thio]-6-methyl-4-(3-nitrophenyl)-5-pyrimidinecarboxylic acid, methyl ester in 15 ml of dry tetrahydrofuran. After an additional 10 minutes at 0° C., allyl bromide was added and the reaction mixture was allowed to warm to room temperature overnight.